From a dataset of the Open Reaction Database (ORD), a public repository of structured organic reaction records. describe an organic reaction: reactants, conditions, products, and yield The reactants are C(C#C)O (propargyl alcohol), N12CCCCCC2=NCCC1 (1,8-diazabicyclo[5.4.0]undec-7-ene), BrC1=CC=C(C=C1)C(F)(F)F (1-bromo-4-trifluoromethylbenzene). Reagents/catalysts: C=1C=CC(=CC1)[P](C=2C=CC=CC2)(C=3C=CC=CC3)[Pd]([P](C=4C=CC=CC4)(C=5C=CC=CC5)C=6C=CC=CC6)([P](C=7C=CC=CC7)(C=8C=CC=CC8)C=9C=CC=CC9)[P](C=1C=CC=CC1)(C=1C=CC=CC1)C=1C=CC=CC1 (tetrakis(triphenylphosphine)palladium), [Cu]I (copper(I) iodide). Run in O1CCCC1 (tetrahydrofuran), O1CCCC1 (tetrahydrofuran), C(C)OCC (diethyl ether). Run at temperature 55 celsius, time 3 hour. Product: FC(C1=CC=C(C=C1)C#CCO)(F)F (3-(4-trifluoromethylphenyl)prop-2-yn-1-ol). RXN SMILES: Br[C:2]1[CH:7]=[CH:6][C:5]([C:8]([F:11])([F:10])[F:9])=[CH:4][CH:3]=1.N12CCCN=C1CCCCC2.[CH2:23]([OH:26])[C:24]#[CH:25]>O1CCCC1.C(OCC)C.[Cu]I.C1C=CC([P]([Pd]([P](C2C=CC=CC=2)(C2C=CC=CC=2)C2C=CC=CC=2)([P](C2C=CC=CC=2)(C2C=CC=CC=2)C2C=CC=CC=2)[P](C2C=CC=CC=2)(C2C=CC=CC=2)C2C=CC=CC=2)(C2C=CC=CC=2)C2C=CC=CC=2)=CC=1>[F:9][C:8]([F:11])([F:10])[C:5]1[CH:6]=[CH:7][C:2]([C:25]#[C:24][CH2:23][OH:26])=[CH:3][CH:4]=1 |^1:42,44,63,82|. Reported procedure: To a degassed solution of 1-bromo-4-trifluoromethylbenzene (5.62 g, 25 mmol) in tetrahydrofuran (25 ml) was added in the following order: copper(I) iodide (143 mg, 0.75 mL), tetrakis(triphenylphosphine)palladium (0.85 g, 7.5 mmol), and 1,8-diazabicyclo[5.4.0]undec-7-ene (4.55 g, 30 mmol). The resulting mixture was degassed one more time, cooled in an ice bath and a solution of propargyl alcohol (1.68 g, 30 mmol) in tetrahydrofuran (5 mL) was added over period of 10 min. The reaction mixture was ... Starting materials: material, C(C)[BH-](CC)CC.[Li+] (lithium triethylborohydride), COC(=O)[C@H]1N(CC[C@H]1O[Si](C)(C)C(C)(C)C)C(=O)OC(C)(C)C ((2S,3R)-3-(tert-Butyldimethylsilanyloxy)pyrrolidine-1,2-dicarboxylic acid 1-tert-butyl ester 2-methyl ester), O[C@@H]1[C@H](NCC1)C(=O)O ((2S,3S)-3-hydroxyproline), COC([C@H]1N(CC[C@@H]1O[Si](C)(C)C(C)(C)C)C(=O)OC(C)(C)C)=O ((2S,3S)—N-tert-butyloxycarbonyl-3-(tert-butyldimethylsilanyloxy)proline methyl ester). Solvent: C1CCOC1 (THF), C1CCOC1 (THF). Reaction conditions: time 4 hour. Yields the product C(C)(C)(C)OC(=O)N1[C@@H]([C@H](CC1)O[Si](C)(C)C(C)(C)C)CO ((2R,3S)—N-tert-Butyloxycarbonyl-3-(tert-butyldimethylsilanyloxy)-2-hydroxymethylpyrrolidine). RXN SMILES: C[O:2][C:3]([C@@H:5]1[C@H:9]([O:10][Si:11]([C:14]([CH3:17])([CH3:16])[CH3:15])([CH3:13])[CH3:12])[CH2:8][CH2:7][N:6]1[C:18]([O:20][C:21]([CH3:24])([CH3:23])[CH3:22])=[O:19])=O.O[C@H]1CCN[C@@H]1C(O)=O.COC(=O)[C@@H]1[C@@H](O[Si](C(C)(C)C)(C)C)CCN1C(OC(C)(C)C)=O.C([BH-](CC)CC)C.[Li+]>C1COCC1>[C:21]([O:20][C:18]([N:6]1[CH2:7][CH2:8][C@H:9]([O:10][Si:11]([C:14]([CH3:17])([CH3:16])[CH3:15])([CH3:13])[CH3:12])[C@H:5]1[CH2:3][OH:2])=[O:19])([CH3:24])([CH3:23])[CH3:22] |f:3.4|. Reported procedure: Following procedures described for the preparation of (2S,3R)—N-tert-butyloxycarbonyl-3-(tert-butyldimethylsilanyloxy)proline methyl ester (51A), (2S,3S)-3-hydroxyproline was converted to (2S,3S)—N-tert-butyloxycarbonyl-3-(tert-butyldimethylsilanyloxy)proline methyl ester. To this material (4.3 g, 12 mmol) in THF (75 mL) at −78° C. under nitrogen was added dropwise 1.0 M lithium triethylborohydride in THF (60 mL, 60 mmol). The reaction was allowed to warm to rt and was stirred for 4 h. The react... The reactants are CS(=O)(=O)O (methanesulfonic acid), C(#N)[C-](C#N)C#N.[K+] (potassium tricyanomethanide), C(C)NC (ethylmethylamine), CS(=O)(=O)O (methanesulfonic acid). The solvent is C(OC)COC (dimethoxyethane). Conditions: time 2 day. Yields the product NC(=C(C#N)C#N)N(C)CC (3-amino-2-cyano-3-(ethylmethylamino)propenenitrile). Yield: 57.4%. RXN SMILES: [C:1]([C-:3]([C:6]#[N:7])[C:4]#[N:5])#[N:2].[K+].[CH2:9]([NH:11][CH3:12])[CH3:10].CS(O)(=O)=O>C(COC)OC>[NH2:2][C:1]([N:11]([CH2:9][CH3:10])[CH3:12])=[C:3]([C:6]#[N:7])[C:4]#[N:5] |f:0.1|. Procedure details: An attempted preparation by the method of Example VI, part C, was unsuccessful. Thus, a mixture of 129 g of potassium tricyanomethanide, 59 g of ethylmethylamine, and 2000 ml of dimethoxyethane was treated with 65 ml (96 g) of methanesulfonic acid added dropwise during 30 min. The reaction was mildly exothermic and solid formation was noted during addition of the methanesulfonic acid. The reaction mixture was heated under reflux for one hour and was allowed to stand two days at ambient temperatu...